Dataset: the Open Reaction Database (ORD), a public repository of structured organic reaction records. Task: describe an organic reaction: reactants, conditions, products, and yield The reactants are C1(CC1)CS(=O)(=O)CC(C(=O)OCC)CC1=CC=CC=C1 (ethyl (RS)-α-[[(cyclopropylmethyl)sulphonyl]methyl]hydrocinnamate), C(C)(C)(C)S(=O)(=O)CC(C(=O)OCC)CC1=CC=CC=C1 (ethyl (RS)-α-[(tert-butylsulphonyl)methyl]hydrocinnamate), cyclopropylmethylthiol. Product: C1(CC1)CS(=O)(=O)C[C@H](C(=O)O)CC1=CC=CC=C1 ((S)-α-[[(Cyclopropylmethyl)sulphonyl]methyl]hydrocinnamic acid). As a reaction SMILES: [CH:1]1([CH2:4][S:5]([CH2:8][CH:9]([CH2:15][C:16]2[CH:21]=[CH:20][CH:19]=[CH:18][CH:17]=2)[C:10]([O:12]CC)=[O:11])(=[O:7])=[O:6])[CH2:3][CH2:2]1.C(S(CC(CC1C=CC=CC=1)C(OCC)=O)(=O)=O)(C)(C)C>>[CH:1]1([CH2:4][S:5]([CH2:8][C@@H:9]([CH2:15][C:16]2[CH:17]=[CH:18][CH:19]=[CH:20][CH:21]=2)[C:10]([OH:12])=[O:11])(=[O:7])=[O:6])[CH2:3][CH2:2]1. Procedure details: This compound was prepared analogously to Example 1d) by the enzymatic hydrolysis of ethyl (RS)-α-[[(cyclopropylmethyl)sulphonyl]methyl]hydrocinnamate which, in turn, was prepared analogously to the synthesis of ethyl (RS)-α-[(tert-butylsulphonyl)methyl]hydrocinnamate described in EPA 0236734 by replacing tert-butylthiol by cyclopropylmethylthiol, MS: 282 (M)+. Product: O=C(OCC)C=1C=C(N=C(C1)C(C)C)C(C)C, O=C(OCC)C=1C=CN=C(C1)C(C)C. Yield: 20.0%. Starting materials: O=C(OCC)C=1C=CN=CC1, [Zn].O=S(O)C(C)C. Run at temperature 50 celsius, time 18 hour. Reagents/catalysts: O=C(O)C(F)(F)F, OOC(C)(C)C. The solvent is O, ClCCCl. Starting materials: [Li]CCCC, CCCCc1nccn1S(=O)(=O)N(C)C, CCCCCC, COC=O, C1CCOC1. Yields the product CCCCc1ncc(C=O)n1S(=O)(=O)N(C)C. RXN SMILES: [CH2:16]([Li:17])[CH2:18][CH2:19][CH3:20].[CH2:1]([CH2:2][CH2:3][CH3:4])[c:5]1[n:6][cH:7][cH:8][n:9]1[S:10](=[O:11])(=[O:12])[N:13]([CH3:14])[CH3:15].[CH3:30][CH2:31][CH2:32][CH2:33][CH2:34][CH3:35].[CH:21](=[O:22])[O:23][CH3:24].[O:25]1[CH2:26][CH2:27][CH2:28][CH2:29]1>>[CH2:1]([CH2:2][CH2:3][CH3:4])[c:5]1[n:6][cH:7][c:8]([CH:21]=[O:22])[n:9]1[S:10](=[O:11])(=[O:12])[N:13]([CH3:14])[CH3:15]. The reactants are COc1cccc(C2CCCC2N2C(=O)c3ccccc3C2=O)c1, Cc1ccccc1, NN. Yields the product COc1cccc(C2CCCC2N)c1. RXN SMILES: [CH3:1][O:2][c:3]1[cH:4][c:5]([CH:9]2[CH:10]([N:14]3[C:15](=[O:16])[c:17]4[c:18]([cH:19][cH:20][cH:21][cH:22]4)[C:23]3=[O:24])[CH2:11][CH2:12][CH2:13]2)[cH:6][cH:7][cH:8]1.[CH3:27][c:28]1[cH:29][cH:30][cH:31][cH:32][cH:33]1.[NH2:25][NH2:26]>>[CH3:1][O:2][c:3]1[cH:4][c:5]([CH:9]2[CH:10]([NH2:14])[CH2:11][CH2:12][CH2:13]2)[cH:6][cH:7][cH:8]1. Starting materials: N#N (N2), O=C1[C@H]2[C@@H]3CC[C@H]([C@@H](CCC(=O)O)C)[C@]3(CC[C@@H]2[C@]2(CC[C@@H](CC2=C1)O[Si](C(C)C)(C(C)C)C(C)C)C)C (7-oxo-3β-triisopropylsilyloxychol-5-en-24-oic acid), CeCl3, [NH4+].[Cl-] (NH4Cl), ice, Cl (HCl), C[Mg]Cl (MeMgCl). Solvent: C1CCOC1 (THF), C1CCOC1 (THF). Run at time 30 minute. Product: CC1([C@H]2[C@@H]3CC[C@H]([C@@H](CCC(=O)O)C)[C@]3(CC[C@@H]2[C@]2(CC[C@@H](CC2=C1)O[Si](C(C)C)(C(C)C)C(C)C)C)C)O (7-methyl-7-hydroxy-3β-triisopropylsilyloxychol-5-en-24-oic acid). As a reaction SMILES: N#N.[CH3:3][Mg]Cl.[O:6]=[C:7]1[CH:30]=[C:29]2[C@:24]([CH3:42])([CH2:25][CH2:26][C@H:27]([O:31][Si:32]([CH:39]([CH3:41])[CH3:40])([CH:36]([CH3:38])[CH3:37])[CH:33]([CH3:35])[CH3:34])[CH2:28]2)[C@@H:23]2[C@@H:8]1[C@H:9]1[C@:20]([CH3:43])([CH2:21][CH2:22]2)[C@@H:12]([C@H:13]([CH3:19])[CH2:14][CH2:15][C:16]([OH:18])=[O:17])[CH2:11][CH2:10]1.[NH4+].[Cl-].Cl>C1COCC1>[CH3:3][C:7]1([OH:6])[CH:30]=[C:29]2[C@:24]([CH3:42])([CH2:25][CH2:26][C@H:27]([O:31][Si:32]([CH:36]([CH3:38])[CH3:37])([CH:33]([CH3:34])[CH3:35])[CH:39]([CH3:41])[CH3:40])[CH2:28]2)[C@@H:23]2[C@@H:8]1[C@H:9]1[C@:20]([CH3:43])([CH2:21][CH2:22]2)[C@@H:12]([C@H:13]([CH3:19])[CH2:14][CH2:15][C:16]([OH:18])=[O:17])[CH2:11][CH2:10]1 |f:3.4|. Reported procedure: A suspension of anhydrous CeCl3 (1.21 g, 4.94 mmoles) was stirred at room temperature in a N2 atmosphere with dry THF (16.5 ml) for 2 hrs. MeMgCl (3N in THF, 16.5 ml) was added dropwise at room temperature, and the suspension was stirred from 30 minutes. A solution of 7-oxo-3β-triisopropylsilyloxychol-5-en-24-oic acid (4) (5.38 g, 9.9 mmoles) in dry THF (16.5 ml) was added dropwise over 20 minutes keeping the temperature of the reaction mixture below 20° with a cold H2O bath. After stirring at r... Reactants: CO (MeOH), [Li+].[OH-] (LiOH), N1(C(CC=2C1=NC=CC2)C(=O)OCC)C(=O)OC(C)(C)C (1-tert-butyl 2-ethyl 2,3-dihydro-1H-pyrrolo[2,3-b]pyridine-1,2-dicarboxylate). Solvent: C1CCOC1 (THF). Run at time 72 hour. Product: C(C)(C)(C)OC(=O)N1C(CC=2C1=NC=CC2)C(=O)[O-].[Li+] (lithium 1-(tert-butoxycarbonyl)-2,3-dihydro-1H-pyrrolo[2,3-b]pyridine-2-carboxylate). As a reaction SMILES: [N:1]1([C:15]([O:17][C:18]([CH3:21])([CH3:20])[CH3:19])=[O:16])[C:5]2=[N:6][CH:7]=[CH:8][CH:9]=[C:4]2[CH2:3][CH:2]1[C:10]([O:12]CC)=[O:11].CO.[Li+:24].[OH-]>C1COCC1>[C:18]([O:17][C:15]([N:1]1[C:5]2=[N:6][CH:7]=[CH:8][CH:9]=[C:4]2[CH2:3][CH:2]1[C:10]([O-:12])=[O:11])=[O:16])([CH3:21])([CH3:19])[CH3:20].[Li+:24] |f:2.3,5.6|. Procedure details: To a solution of 1-tert-butyl 2-ethyl 2,3-dihydro-1H-pyrrolo[2,3-b]pyridine-1,2-dicarboxylate (prepared using methods of M Boehringer, et al. U.S. Pat. No. 7,417,144) (200 mg, 684 μmol, Eq: 1.00) in THF (1.2 mL) and MeOH (0.8 mL) was added LiOH (16.4 mg, 684 μmol, Eq: 1.00) in one portion. The reaction mixture was stirred at rt for 72 h. The reaction mixture was concentrated in vacuo and the residue treated with DCM (10 mL) to give lithium 1-(tert-butoxycarbonyl)-2,3-dihydro-1H-pyrrolo[2,3-b]pyr...